This data is from the Open Reaction Database (ORD), a public repository of structured organic reaction records. The task is: describe an organic reaction: reactants, conditions, products, and yield Isolated yield 41.5%. Run at temperature 90 celsius. Procedure details: A mixture of 1.2 g (3.7 mmol) of 1-(3-fluorobenzyloxy)-4-iodo-benzene, 2.06 g (14.9 mmol) of potassium carbonate and 1.70 g (52.8 mmol) of tetrabutyl ammonium bromide in 10 ml of dimethylformamide is treated under Ar with 48 mg (0.21 mmol) of palladium-(II)-acetate. 1.49 g (14.9 mmol) of methyl methacrylate is added and the mixture heated at 90° C. for about 40 min. The reaction mixture is poured into 150 ml dichloromethane, filtered and washed successively with 0.1 molar hydrochloric acid, satu... RXN SMILES: [F:1][C:2]1[CH:3]=[C:4]([CH:14]=[CH:15][CH:16]=1)[CH2:5][O:6][C:7]1[CH:12]=[CH:11][C:10](I)=[CH:9][CH:8]=1.C(=O)([O-])[O-].[K+].[K+].[C:23]([O:28][CH3:29])(=[O:27])[C:24]([CH3:26])=[CH2:25].ClCCl>[Br-].C([N+](CCCC)(CCCC)CCCC)CCC.CN(C)C=O.C([O-])(=O)C.[Pd+2].C([O-])(=O)C>[CH3:29][O:28][C:23](=[O:27])[C:24]([CH3:26])=[CH:25][C:10]1[CH:11]=[CH:12][C:7]([O:6][CH2:5][C:4]2[CH:14]=[CH:15][CH:16]=[C:2]([F:1])[CH:3]=2)=[CH:8][CH:9]=1 |f:1.2.3,6.7,9.10.11|. Yields the product COC(C(=CC1=CC=C(C=C1)OCC1=CC(=CC=C1)F)C)=O (3-[4-(3-Fluoro-benzyloxy)-phenyl]-2-methyl-acrylic acid methyl ester). Solvent: CN(C=O)C (dimethylformamide). Reactants: FC=1C=C(COC2=CC=C(C=C2)I)C=CC1 (1-(3-fluorobenzyloxy)-4-iodo-benzene), C([O-])([O-])=O.[K+].[K+] (potassium carbonate), ClCCl (dichloromethane), C(C(=C)C)(=O)OC (methyl methacrylate). Reagents/catalysts: [Br-].C(CCC)[N+](CCCC)(CCCC)CCCC (tetrabutyl ammonium bromide), C(C)(=O)[O-].[Pd+2].C(C)(=O)[O-] (palladium-(II)-acetate). The reactants are ClCCl, O=C(O)N1CCCN1, O=C=Nc1ccccc1. Product: NC(=O)Nc1ccccc1. As a reaction SMILES: [Cl:18][CH2:19][Cl:20].[NH:1]1[CH2:2][CH2:3][CH2:4][N:5]1[C:6]([OH:7])=[O:8].[c:9]1([N:15]=[C:16]=[O:17])[cH:10][cH:11][cH:12][cH:13][cH:14]1>>[NH2:1][C:16]([NH:15][c:9]1[cH:10][cH:11][cH:12][cH:13][cH:14]1)=[O:17].